Dataset: the Open Reaction Database (ORD), a public repository of structured organic reaction records. Task: describe an organic reaction: reactants, conditions, products, and yield Starting materials: CCOC(=O)C(C)=CCCC1(C)Cc2c(cc(C(C)(C)C)c(OC(C)=O)c2C(C)(C)C)O1, CC(C)C[Al+]CC(C)C, [Cl-], [H-], [NH4+], C1CCOC1, c1ccccc1. Product: CC(=O)Oc1c(C(C)(C)C)cc2c(c1C(C)(C)C)CC(C)(CCC=C(C)CO)O2. RXN SMILES: [C:1]([CH3:2])(=[O:3])[O:4][c:5]1[c:6]([C:29]([CH3:30])([CH3:31])[CH3:32])[cH:7][c:8]2[c:9]([c:24]1[C:25]([CH3:26])([CH3:27])[CH3:28])[CH2:10][C:11]([CH3:13])([CH2:14][CH2:15][CH:16]=[C:17]([CH3:18])[C:19](=[O:20])[O:21][CH2:22][CH3:23])[O:12]2.[CH2:39]([Al+:40][CH2:41][CH:42]([CH3:43])[CH3:44])[CH:45]([CH3:46])[CH3:47].[Cl-:48].[H-:38].[NH4+:49].[O:33]1[CH2:34][CH2:35][CH2:36][CH2:37]1.[cH:50]1[cH:51][cH:52][cH:53][cH:54][cH:55]1>>[C:1]([CH3:2])(=[O:3])[O:4][c:5]1[c:6]([C:29]([CH3:30])([CH3:31])[CH3:32])[cH:7][c:8]2[c:9]([c:24]1[C:25]([CH3:26])([CH3:27])[CH3:28])[CH2:10][C:11]([CH3:13])([CH2:14][CH2:15][CH:16]=[C:17]([CH3:18])[CH2:19][OH:20])[O:12]2. The reactants are COC(=O)[C@]1(N(CC[C@H]1O)C(=O)OC(C)(C)C)C ((2S,3R)-3-Hydroxy-2-methylpyrrolidine-1,2-dicarboxylic acid 1-tert-butyl ester 2-methyl ester), CCN(C(C)C)C(C)C (Hunig's base), C(Cl)Cl (CH2Cl2), ClC=1C(=C(C=CC1)CC(=O)N)C (3-Chloro-2-methylphenylacetamide). Conditions: time 15 minute. Yields the product ClC1=C(C#N)C=CC(=C1C)N1C(N2[C@](C1=O)([C@@H](CC2)O)C)=O ((7R,7aS)-2-Chloro-4-(7-hydroxy-7a-methyl-1,3-dioxotetrahydropyrrolo[1,2-c]imidazol-2-yl)-3-methylbenzonitrile). As a reaction SMILES: CO[C:3]([C@:5]1([CH3:18])[C@H:9]([OH:10])[CH2:8][CH2:7][N:6]1[C:11]([O:13]C(C)(C)C)=O)=[O:4].CC[N:21](C(C)C)C(C)C.Cl[C:29]1[C:30](C)=[C:31]([CH2:35][C:36]([NH2:38])=O)C=[CH:33][CH:34]=1.[CH2:40]([Cl:42])Cl>>[Cl:42][C:40]1[C:34]([CH3:33])=[C:29]([N:21]2[C:3](=[O:4])[C@:5]3([CH3:18])[C@H:9]([OH:10])[CH2:8][CH2:7][N:6]3[C:11]2=[O:13])[CH:30]=[CH:31][C:35]=1[C:36]#[N:38]. Reported procedure: To a solution of (2S,3R)-3-hydroxy-2-methyl-pyrrolidine-1,2-dicarboxylic acid 1-tert-butyl ester 2-methyl ester (25A) (87 mg, 0.32 mmol) in CH2Cl2 (1.3 mL) at 0° C. was added Hunig's base (111 mL, 0.64 mmol). After stirring for 15 min, 2-chloro-4-isocyanato-3-methylbenzonitrile (23A) was added, and after an additional 10 min, the ice bath was removed. The reaction was stirred for 2 h and then diluted with water. The layers were separated and the organic layer was washed with brine, dried (MgSO4)... Starting materials: CC=1N(C=CC1C(=O)OCC)S(=O)(=O)C1=CC=CC=C1 (ethyl 2-methyl-1-(phenylsulfonyl)-1H-pyrrole-3-carboxylate), solution, [H-].C(C(C)C)[Al+]CC(C)C (diisobutylaluminum hydride). The solvent is C1(=CC=CC=C1)C (toluene). Yields the product CC=1N(C=CC1CO)S(=O)(=O)C1=CC=CC=C1 ([2-methyl-1-(phenylsulfonyl)-1H-pyrrol-3-yl]methanol). Yield: 95.8%. Reaction SMILES: [CH3:1][C:2]1[N:3]([S:12]([C:15]2[CH:20]=[CH:19][CH:18]=[CH:17][CH:16]=2)(=[O:14])=[O:13])[CH:4]=[CH:5][C:6]=1[C:7](OCC)=[O:8].[H-].C([Al+]CC(C)C)C(C)C>C1(C)C=CC=CC=1>[CH3:1][C:2]1[N:3]([S:12]([C:15]2[CH:20]=[CH:19][CH:18]=[CH:17][CH:16]=2)(=[O:13])=[O:14])[CH:4]=[CH:5][C:6]=1[CH2:7][OH:8] |f:1.2|. Procedure: Using ethyl 2-methyl-1-(phenylsulfonyl)-1H-pyrrole-3-carboxylate (8.05 g) and a 1.5 mol/L solution (55 mL) of diisobutylaluminum hydride in toluene, a procedure as in Reference Example 5 was performed to give the title compound as white crystals (yield 6.61 g, 96%). Starting materials: O=C([O-])[O-], CC1(C)CC(c2ccccc2N2CCNCC2)CC(C)(C)C1, CSCCCl, CC#N, [K+], [K+]. The product is CSCCN1CCN(c2ccccc2C2CC(C)(C)CC(C)(C)C2)CC1. Reaction SMILES: [C:28](=[O:29])([O-:30])[O-:31].[CH3:1][C:2]1([CH3:22])[CH2:3][CH:4]([c:10]2[c:11]([N:16]3[CH2:17][CH2:18][NH:19][CH2:20][CH2:21]3)[cH:12][cH:13][cH:14][cH:15]2)[CH2:5][C:6]([CH3:8])([CH3:9])[CH2:7]1.[CH3:23][S:24][CH2:25][CH2:26][Cl:27].[CH3:34][C:35]#[N:36].[K+:32].[K+:33]>>[CH3:1][C:2]1([CH3:22])[CH2:3][CH:4]([c:10]2[c:11]([N:16]3[CH2:17][CH2:18][N:19]([CH2:26][CH2:25][S:24][CH3:23])[CH2:20][CH2:21]3)[cH:12][cH:13][cH:14][cH:15]2)[CH2:5][C:6]([CH3:8])([CH3:9])[CH2:7]1. Starting materials: CC(=O)C1CNCc2c1[nH]c1cnc3cc(Cl)ccc3c21, Cl. Yields the product Clc1ccc2c(c1)ncc1[nH]c3c(c12)CNCC3. RXN SMILES: [C:1](=[O:2])([CH3:3])[CH:4]1[CH2:5][NH:6][CH2:7][c:8]2[c:9]1[nH:10][c:11]1[cH:12][n:13][c:14]3[cH:15][c:16]([Cl:21])[cH:17][cH:18][c:19]3[c:20]21.[ClH:22]>>[CH2:4]1[CH2:5][NH:6][CH2:7][c:8]2[c:9]1[nH:10][c:11]1[cH:12][n:13][c:14]3[cH:15][c:16]([Cl:21])[cH:17][cH:18][c:19]3[c:20]21. The reactants are CCN(C(C)C)C(C)C (DIPEA), Cl.ClC=1C=C(C=C(C1)Cl)C1NCCC(C1)C(=O)OC (Methyl 2-(3,5-dichlorophenyl)piperidine-4-carboxylate hydrochloride), ClC(=O)OC (Methyl chloroformate). The solvent is C(Cl)Cl (DCM), C(Cl)Cl (DCM). Run at time 1 hour. Product: ClC=1C=C(C=C(C1)Cl)C1N(CCC(C1)C(=O)OC)C(=O)OC (dimethyl 2-(3,5-dichlorophenyl)-piperidine-1,4-dicarboxylate). The yield is 103.5%. As a reaction SMILES: Cl.[Cl:2][C:3]1[CH:4]=[C:5]([CH:10]2[CH2:15][CH:14]([C:16]([O:18][CH3:19])=[O:17])[CH2:13][CH2:12][NH:11]2)[CH:6]=[C:7]([Cl:9])[CH:8]=1.CCN(C(C)C)C(C)C.Cl[C:30]([O:32][CH3:33])=[O:31]>C(Cl)Cl>[Cl:9][C:7]1[CH:6]=[C:5]([CH:10]2[CH2:15][CH:14]([C:16]([O:18][CH3:19])=[O:17])[CH2:13][CH2:12][N:11]2[C:30]([O:32][CH3:33])=[O:31])[CH:4]=[C:3]([Cl:2])[CH:8]=1 |f:0.1|. Reported procedure: Methyl 2-(3,5-dichlorophenyl)piperidine-4-carboxylate hydrochloride (4.8 g, 14.79 mmol) was dissolved in DCM (41.5 mL) and DIPEA (6.46 mL, 36.97 mmol). Methyl chloroformate (1.374 mL, 17.74 mmol) was added and the reaction mixture was stirred at room temperature for 1 h, then diluted with DCM and washed with 0.3 M HCl and brine. The organic layer was filtered through a phase separator and evaporated to give dimethyl 2-(3,5-dichlorophenyl)-piperidine-1,4-dicarboxylate (5.3 g) as an oil. MS m/z 34...